From a dataset of the Open Reaction Database (ORD), a public repository of structured organic reaction records. describe an organic reaction: reactants, conditions, products, and yield The reactants are CCN(C(C)C)C(C)C, ClC(Cl)Cl, O=C(O)C(F)(F)F, C1COC2(C1)CCNCC2, COc1ccc(C2COCCO2)c2sc(NC(=O)Oc3ccccc3)nc12. The product is COc1ccc(C2COCCO2)c2sc(NC(=O)N3CCC4(CCCO4)CC3)nc12. As a reaction SMILES: [CH2:45]([N:46]([CH:47]([CH3:48])[CH3:49])[CH:50]([CH3:51])[CH3:52])[CH3:53].[CH:54]([Cl:55])([Cl:56])[Cl:57].[F:28][C:29]([F:30])([F:31])[C:32]([OH:33])=[O:34].[O:35]1[CH2:36][CH2:37][CH2:38][C:39]12[CH2:40][CH2:41][NH:42][CH2:43][CH2:44]2.[c:1]1([O:2][C:8]([NH:9][c:10]2[s:11][c:12]3[c:13]([n:14]2)[c:15]([O:25][CH3:26])[cH:16][cH:17][c:18]3[CH:19]2[O:20][CH2:21][CH2:22][O:23][CH2:24]2)=[O:27])[cH:3][cH:4][cH:5][cH:6][cH:7]1>>[C:8]([NH:9][c:10]1[s:11][c:12]2[c:13]([n:14]1)[c:15]([O:25][CH3:26])[cH:16][cH:17][c:18]2[CH:19]1[O:20][CH2:21][CH2:22][O:23][CH2:24]1)(=[O:27])[N:42]1[CH2:41][CH2:40][C:39]2([O:35][CH2:36][CH2:37][CH2:38]2)[CH2:44][CH2:43]1.